From a dataset of the Open Reaction Database (ORD), a public repository of structured organic reaction records. describe an organic reaction: reactants, conditions, products, and yield Reactants: COc1ccc(N)cc1, O=C(Cl)c1ccc2n1Cc1ccccc1N(C(=O)c1ccc(C3CCCCC3)cc1)C2, CCN(C(C)C)C(C)C, ClCCl. Yields the product COc1ccc(NC(=O)c2ccc3n2Cc2ccccc2N(C(=O)c2ccc(C4CCCCC4)cc2)C3)cc1. As a reaction SMILES: [CH3:41][O:42][c:43]1[cH:44][cH:45][c:46]([NH2:47])[cH:48][cH:49]1.[CH:1]1([c:7]2[cH:8][cH:9][c:10]([C:11](=[O:12])[N:13]3[CH2:14][c:15]4[n:16]([c:24]([C:27](=[O:28])[Cl:29])[cH:25][cH:26]4)[CH2:17][c:18]4[c:19]3[cH:20][cH:21][cH:22][cH:23]4)[cH:30][cH:31]2)[CH2:2][CH2:3][CH2:4][CH2:5][CH2:6]1.[CH:32]([N:33]([CH2:34][CH3:35])[CH:36]([CH3:37])[CH3:38])([CH3:39])[CH3:40].[Cl:50][CH2:51][Cl:52]>>[CH:1]1([c:7]2[cH:8][cH:9][c:10]([C:11](=[O:12])[N:13]3[CH2:14][c:15]4[n:16]([c:24]([C:27](=[O:28])[NH:47][c:46]5[cH:45][cH:44][c:43]([O:42][CH3:41])[cH:49][cH:48]5)[cH:25][cH:26]4)[CH2:17][c:18]4[c:19]3[cH:20][cH:21][cH:22][cH:23]4)[cH:30][cH:31]2)[CH2:2][CH2:3][CH2:4][CH2:5][CH2:6]1. Starting materials: polyvinyl alcohol, S(=O)(=O)([O-])OOS(=O)(=O)[O-].[K+].[K+] (potassium persulfate), C(C(=C)C)(=O)OC (methyl methacrylate), C(C=C)(=O)OCCCC (n-butyl acrylate), C(C(=C)C)(=O)OC (methyl methacrylate), C(C=C)(=O)OCCCC (n-butyl acrylate). Solvent: O (water). Conditions: time 4 hour. The product is C(C(=C)C)(=O)OC.C(C=C)(=O)OCCCC (methyl methacrylate n-butyl acrylate). As a reaction SMILES: [C:1]([O:6][CH3:7])(=[O:5])[C:2]([CH3:4])=[CH2:3].[C:8]([O:12][CH2:13][CH2:14][CH2:15][CH3:16])(=[O:11])[CH:9]=[CH2:10].S(OOS([O-])(=O)=O)([O-])(=O)=O.[K+].[K+]>O>[C:1]([O:6][CH3:7])(=[O:5])[C:2]([CH3:4])=[CH2:3].[C:8]([O:12][CH2:13][CH2:14][CH2:15][CH3:16])(=[O:11])[CH:9]=[CH2:10] |f:2.3.4,6.7|. Procedure: Into a glass polymerization vessel equipped with a reflux condenser, a dripping funnel, a thermometer and a nitrogen inlet port were charged 500 parts of ion exchanged water and 28 parts of polyvinyl alcohol having a mercapto group at an end (M-205: degree of polymerization: 550; degree of saponification: 88.2 mol %, manufactured by Kuraray Co., Ltd.), dissolution was permitted at 95° C. Next, 20 g of methyl methacrylate and 20 g of n-butyl acrylate were added thereto, followed by replacement wi... Starting materials: C(C)NC1=C(C(=CC=C1)F)C (N-ethyl-2-methyl-3-fluoroaniline), C(C)OC=C(C(=O)OCC)C(=O)OCC (diethyl ethoxymethylenemalonate), polyphosphoric acid. Run in O (water). Reaction conditions: temperature 110 celsius. Product: C(C)N1C=C(C(C2=CC=C(C(=C12)C)F)=O)C(=O)O (1-ethyl-7-fluoro-8-methyl-4-oxo-1,4-dihydroquinoline-3-carboxylic acid). Isolated yield 68.3%. As a reaction SMILES: [CH2:1]([NH:3][C:4]1[CH:9]=[CH:8][CH:7]=[C:6]([F:10])[C:5]=1[CH3:11])[CH3:2].C([O:14][CH:15]=[C:16]([C:22](OCC)=O)[C:17]([O:19]CC)=[O:18])C>O>[CH2:1]([N:3]1[C:4]2[C:9](=[CH:8][CH:7]=[C:6]([F:10])[C:5]=2[CH3:11])[C:15](=[O:14])[C:16]([C:17]([OH:19])=[O:18])=[CH:22]1)[CH3:2]. Reported procedure: Nine grams of N-ethyl-2-methyl-3-fluoroaniline is allowed to react with 15 g of diethyl ethoxymethylenemalonate under heating at 110° C. for 30 minutes. Then, polyphosphoric acid (obtained from 50 g each of phosphoric acid and phosphorus pentaoxide) is added to be subjected to the reaction at 140° C. for 40 minutes. After the reaction is completed, the mixture is poured into 600 g of water and ice to obtain crystals. The crystals are recovered by filtration, and a 10% sodium hydroxide solution i... Reaction SMILES: FC(F)(F)C(O)=O.[C:8]([O:11][CH2:12][C:13]([CH3:42])([CH3:41])[CH2:14][CH:15]1[C:19]2([C:27]3[C:22](=[CH:23][C:24]([Cl:28])=[CH:25][CH:26]=3)[NH:21][C:20]2=[O:29])[CH:18]([C:30]2[CH:35]=[CH:34][CH:33]=[C:32]([Cl:36])[C:31]=2[F:37])[CH:17]([C:38]([OH:40])=O)[NH:16]1)(=[O:10])[CH3:9].C(N(C(C)C)CC)(C)C.C1(P(Cl)(C2C=CC=CC=2)=O)C=CC=CC=1.[NH2:67][C:68]1[CH:75]=[CH:74][C:71]([C:72]#[N:73])=[CH:70][CH:69]=1>>[Cl:28][C:24]1[CH:23]=[C:22]2[NH:21][C:20](=[O:29])[C@:19]3([C@@H:18]([C:30]4[CH:35]=[CH:34][CH:33]=[C:32]([Cl:36])[C:31]=4[F:37])[C@H:17]([C:38](=[O:40])[NH:67][C:68]4[CH:75]=[CH:74][C:71]([C:72]#[N:73])=[CH:70][CH:69]=4)[NH:16][C@H:15]3[CH2:14][C:13]([CH3:42])([CH3:41])[CH2:12][O:11][C:8](=[O:10])[CH3:9])[C:27]2=[CH:26][CH:25]=1 |f:0.1|. Yields the product ClC1=CC=C2C(=C1)NC([C@@]21[C@@H](N[C@H]([C@@H]1C1=C(C(=CC=C1)Cl)F)C(NC1=CC=C(C=C1)C#N)=O)CC(COC(C)=O)(C)C)=O (acetic acid rac-3-[(2′S,3′R,4′S,5′R)-6-chloro-4′-(3-chloro-2-fluoro-phenyl)-5′-(4-cyano-phenylcarbamoyl)-2-oxo-1,2-dihydro-spiro[indole-3,3′-pyrrolidin]-2′-yl]-2,2-dimethyl-propyl ester). The yield is 40.1%. Reactants: FC(C(=O)O)(F)F.C(C)(=O)OCC(CC1NC(C(C12C(NC1=CC(=CC=C12)Cl)=O)C1=C(C(=CC=C1)Cl)F)C(=O)O)(C)C (rac-(2′S,3′R,4′S,5′R)-2′-(3-acetoxy-2,2-dimethyl-propyl)-6-chloro-4′-(3-chloro-2-fluoro-phenyl)-2-oxo-1,2-dihydro-spiro[indole-3,3′-pyrrolidine]-5′-carboxylic acid trifluoroacetic acid), NC1=CC=C(C#N)C=C1 (4-aminobenzonitrile), C(C)(C)N(CC)C(C)C (diisopropylethylamine), C1(=CC=CC=C1)P(=O)(C1=CC=CC=C1)Cl (diphenylphosphinic chloride). Procedure details: In a manner similar to the method described in Example 5, rac-(2′S,3′R,4′S,5′R)-2′-(3-acetoxy-2,2-dimethyl-propyl)-6-chloro-4′-(3-chloro-2-fluoro-phenyl)-2-oxo-1,2-dihydro-spiro[indole-3,3′-pyrrolidine]-5′-carboxylic acid trifluoroacetic acid prepared in Example 103 (0.25 g, 0.4 mmol), was reacted with diisopropylethylamine (0.47 g, 3.6 mmol), diphenylphosphinic chloride (0.38 g, 1.6 mmol), then reacted with 4-aminobenzonitrile (Aldrich) (0.19 g, 1.6 mmol) to give acetic acid rac-3-[(2′S,3′R,4′S... The reactants are N(=O)[O-].[Na+] (NaNO2), C(CCCCCCCCCCCCC)C1=CC=C(N)C=C1 (4-tetradecylaniline), [N+](=O)(O)[O-] (nitric acid), C (carbon black), C1=C(NC(=C1Br)Br)C(=O)O (DBPA), C (carbon black). The solvent is O (water), O (water), CC(=O)C (acetone), O (water). The product is [N+](=O)([O-])[O-].C(CCCCCCCCCCCCC)C1=CC=C(C=C1)[N+]#N (4-Tetradecylbenzenediazonium nitrate). RXN SMILES: C.C1C(Br)=C(Br)[NH:4]C=1C(O)=O.N([O-])=O.[Na+].[CH2:16]([C:30]1[CH:36]=[CH:35][C:33]([NH2:34])=[CH:32][CH:31]=1)[CH2:17][CH2:18][CH2:19][CH2:20][CH2:21][CH2:22][CH2:23][CH2:24][CH2:25][CH2:26][CH2:27][CH2:28][CH3:29].[N+:37]([O-:40])([OH:39])=[O:38]>O.CC(C)=O>[N+:37]([O-:40])([O-:39])=[O:38].[CH2:16]([C:30]1[CH:31]=[CH:32][C:33]([N+:34]#[N:4])=[CH:35][CH:36]=1)[CH2:17][CH2:18][CH2:19][CH2:20][CH2:21][CH2:22][CH2:23][CH2:24][CH2:25][CH2:26][CH2:27][CH2:28][CH3:29] |f:2.3,8.9|. Procedure: A carbon black with a surface area of 58 m2 /g and a DBPA of 46 ml/100 g was used. A suspension of 50 g of this carbon black was prepared by stirring it into 450 g of water. A solution of 0.85 g of NaNO2 in 4 g of cold water was slowly added to a dispersion of 2.98 g of 4-tetradecylaniline, 1.98 g of concentrated nitric acid and 4 ml of acetone in 15 g of water that was cooled in an ice bath. 4-Tetradecylbenzenediazonium nitrate was formed. After 15 minutes of stirring, the mixture was added to ... The reactants are CC(OCc1ccccc1)C1CO1, [Cl-], [Mg+]Cc1cccc2ccccc12. RXN SMILES: [CH2:1]([c:2]1[cH:3][cH:4][cH:5][cH:6][cH:7]1)[O:8][CH:9]([CH:10]1[CH2:11][O:12]1)[CH3:13].[Cl-:14].[c:15]1([CH2:25][Mg+:26])[cH:16][cH:17][cH:18][c:19]2[cH:20][cH:21][cH:22][cH:23][c:24]12>>[CH2:1]([c:2]1[cH:3][cH:4][cH:5][cH:6][cH:7]1)[O:8][CH:9]([CH:10]([CH2:11][CH2:25][c:15]1[cH:16][cH:17][cH:18][c:19]2[cH:20][cH:21][cH:22][cH:23][c:24]12)[OH:12])[CH3:13]. Yields the product CC(OCc1ccccc1)C(O)CCc1cccc2ccccc12. Reactants: BrC1=NN(C(=C1[N+](=O)[O-])Br)CCCO (3-(3,5-dibromo-4-nitropyrazol-1-yl)propan-1-ol), C(C1=CC=CC=C1)N (benzylamine). Run in CCO (EtOH). Product: C(C1=CC=CC=C1)NC1=C(C(=NN1CCCO)Br)[N+](=O)[O-] (3-(5-benzylamino-3-bromo-4-nitropyrazol-1-yl)propan-1-ol). Reaction SMILES: [Br:1][C:2]1[C:6]([N+:7]([O-:9])=[O:8])=[C:5](Br)[N:4]([CH2:11][CH2:12][CH2:13][OH:14])[N:3]=1.[CH2:15]([NH2:22])[C:16]1[CH:21]=[CH:20][CH:19]=[CH:18][CH:17]=1>CCO>[CH2:15]([NH:22][C:5]1[N:4]([CH2:11][CH2:12][CH2:13][OH:14])[N:3]=[C:2]([Br:1])[C:6]=1[N+:7]([O-:9])=[O:8])[C:16]1[CH:21]=[CH:20][CH:19]=[CH:18][CH:17]=1. Procedure: A mixture of 3-(3,5-dibromo-4-nitropyrazol-1-yl)propan-1-ol (3-2) (17.1 g, 52 mmol), EtOH (100 ml) and benzylamine (27.9 g, 260 mmol) was refluxed for 15 hours. The reaction medium was concentrated to the maximum under reduced pressure. The highly viscous residue was suspended in EtOAc (100 ml) and EtOH (100 ml). The organic phase was washed with NaCl solution (10%, 100 ml) and then dried over Na2SO4. After evaporating off the solvent under reduced pressure, an orange-colored oil was obtained (1... Reactants: S(O)(O)(=O)=O (sulphuric acid), [N+](=O)(O)[O-] (nitric acid), N1C(NC(C2=C1C=CS2)=O)=O (1H-Thieno[3,2-d]pyrimidine-2,4-dione). Run in ice water. Reaction conditions: time 20 minute. Yields the product [N+](=O)([O-])C1=CC=2NC(NC(C2S1)=O)=O (6-Nitro-1H-thieno[3,2-d]pyrimidine-2,4-dione). The yield is 61.0%. Reaction SMILES: S(=O)(=O)(O)O.[N+:6]([O-:9])(O)=[O:7].[NH:10]1[C:15]2[CH:16]=[CH:17][S:18][C:14]=2[C:13](=[O:19])[NH:12][C:11]1=[O:20]>>[N+:6]([C:17]1[S:18][C:14]2[C:13](=[O:19])[NH:12][C:11](=[O:20])[NH:10][C:15]=2[CH:16]=1)([O-:9])=[O:7]. Procedure: A stirred mixture of concentrated sulphuric acid (98%, 270 ml) and fuming nitric acid (270 ml) at 0° C. was treated portionwise with Example 1 (90 g, 530 mmol). Upon complete dissolution, stirring was continued at room temperature for a further 20 min. The solution was added slowly to vigorously stirred ice/water (2000 ml). After 30 min stirring at room temperature, a yellow solid was filtered, washed with water and dried in vacuo at 40° C. to give the title compound in 61% yield, >95% purity. L...